From a dataset of the Open Reaction Database (ORD), a public repository of structured organic reaction records. describe an organic reaction: reactants, conditions, products, and yield The solvent is CN(C)C=O (DMF). The product is N(=[N+]=[N-])C1CC(C2=CC=CC=C12)=O (3-azido-indan-1-one). Conditions: time 15 minute. The reactants are BrC1CC(C2=CC=CC=C12)=O (3-Bromo indan-1-one), [N-]=[N+]=[N-].[Na+] (sodium azide). As a reaction SMILES: Br[CH:2]1[C:10]2[C:5](=[CH:6][CH:7]=[CH:8][CH:9]=2)[C:4](=[O:11])[CH2:3]1.[N-:12]=[N+:13]=[N-:14].[Na+]>CN(C=O)C>[N:12]([CH:2]1[C:10]2[C:5](=[CH:6][CH:7]=[CH:8][CH:9]=2)[C:4](=[O:11])[CH2:3]1)=[N+:13]=[N-:14] |f:1.2|. Yield: 86.0%. Procedure: To a stirring solution of 3-Bromo indan-1-one (400 mg, 1.90 mmol) in DMF (5 ml) was added sodium azide (1.98 g, 0.03 mol). The reaction was allowed to stir at room temperature for 15 mins. The product was partitioned between water (10 ml) and ether (10 ml). The ether layers were combined and the crude reaction mixture was passed through a plug of flash silica, eluting with petroleum ether:ethyl acetate (9:1). The product was isolated as an orange oil (283 mg, 86%). The reactants are C(CC(O)(C(=O)O)CC(=O)O)(=O)O (Citric acid), C(CCC)OC(=O)NS(=O)(=O)C=1SC(=CC1C1=CC(=CC=C1)CN1C=NC=2C1=NC=CC2)CC(C)C (N-Butyloxycarbonyl-3-(3-imidazo[4,5-b]pyridin-3-ylmethylphenyl)-5-iso-butylthiophene-2-sulfonamide), B(Cl)(Cl)Cl (BCl3), N1(CCCC1)C1=NC=CC=C1 (pyrrolidinopyridine), ClC(=O)OCCCC (butyl chloroformate). Run in C(Cl)Cl (CH2Cl2). Conditions: time 1 hour. Product: C(CCC)OC(=O)NS(=O)(=O)C=1SC(=CC1C1=CC(=CC=C1)CN1C=NC2=NC=CC=C21)CC(C)C (N-Butyloxycarbonyl-3-(3-imidazo[4,5-b]pyridin-1-ylmethylphenyl)-5-iso-butyl-thiophene-2-sulfonamide). Isolated yield 58.0%. RXN SMILES: [CH2:1]([O:5][C:6]([NH:8][S:9]([C:12]1[S:13][C:14]([CH2:33][CH:34]([CH3:36])[CH3:35])=[CH:15][C:16]=1[C:17]1[CH:22]=[CH:21][CH:20]=[C:19]([CH2:23][N:24]2C3=NC=CC=C3N=C2)[CH:18]=1)(=[O:11])=[O:10])=[O:7])[CH2:2][CH2:3][CH3:4].B(Cl)(Cl)Cl.[N:41]1([C:46]2[CH:51]=[CH:50][CH:49]=[CH:48][N:47]=2)[CH2:45]CCC1.ClC(OCCCC)=O.C(O)(=O)CC(CC(O)=O)(C(O)=O)O>C(Cl)Cl>[CH2:1]([O:5][C:6]([NH:8][S:9]([C:12]1[S:13][C:14]([CH2:33][CH:34]([CH3:35])[CH3:36])=[CH:15][C:16]=1[C:17]1[CH:22]=[CH:21][CH:20]=[C:19]([CH2:23][N:24]2[C:51]3[C:46](=[N:47][CH:48]=[CH:49][CH:50]=3)[N:41]=[CH:45]2)[CH:18]=1)(=[O:11])=[O:10])=[O:7])[CH2:2][CH2:3][CH3:4]. Reported procedure: To a solution of 3-(3-imidazo[4,5-b]pyridin-1-ylmethylphenyl)-5-iso-butyl-N-tert-butylthiophene-2-sulfonamide (35.7 mg, 0.074 mmol; see Example 8(b)) in CH2Cl2 (2 mL) was added BCl3 (0.6 mL, 1.0 M in hexane) and the reaction mixture was stirred for 1 h at ambient temperature. The reaction mixture was concentrated in vacuo. Water (5 mL) was added to the residue and this was then extracted with EtOAc. The combined organic phase was washed with water and brine, dried (over anhydrous MgSO4) and conc... Reactants: C1(=CC=CC=C1)NC(=O)N1CCNCC1 (piperazine-1-carboxylic acid phenylamide), C1(=CC=CC=C1)CCC=O (3-phenylpropionaldehyde). Yields the product C1(=CC=CC=C1)NC(=O)N1CCN(CC1)CCCC1=CC=CC=C1 (4-(3-Phenyl-propyl)-piperazine-1-carboxylic acid phenylamide). Reaction SMILES: [C:1]1([NH:7][C:8]([N:10]2[CH2:15][CH2:14][NH:13][CH2:12][CH2:11]2)=[O:9])[CH:6]=[CH:5][CH:4]=[CH:3][CH:2]=1.[C:16]1([CH2:22][CH2:23][CH:24]=O)[CH:21]=[CH:20][CH:19]=[CH:18][CH:17]=1>>[C:1]1([NH:7][C:8]([N:10]2[CH2:15][CH2:14][N:13]([CH2:24][CH2:23][CH2:22][C:16]3[CH:21]=[CH:20][CH:19]=[CH:18][CH:17]=3)[CH2:12][CH2:11]2)=[O:9])[CH:6]=[CH:5][CH:4]=[CH:3][CH:2]=1. Reported procedure: The title compound was prepared from piperazine-1-carboxylic acid phenylamide and 3-phenylpropionaldehyde. 1H NMR (400 MHz, CDCl3): 7.36-7.16 (m, 9H), 7.05-7.00 (m, 1H), 6.40 (br s, 1H), 3.52-3.47 (m, 4H), 2.65 (t, J=7.6 Hz, 2H), 2.47-2.38 (m, 4H), 2.39 (t, J=7.4 Hz, 2H), 1.88-1.79 (m, 2H).